This data is from the Open Reaction Database (ORD), a public repository of structured organic reaction records. The task is: describe an organic reaction: reactants, conditions, products, and yield Reactants: ClC1=NC(=CN=C1)OC1CCNCC1 (2-Chloro-6-(4-piperidinyloxy)pyrazine), COC=1C=C(CCO)C=CC1 (3-methoxyphenethyl alcohol), K-t-BuO. The solvent is CN(C)C=O (DMF), CN(C)C=O (DMF). Run at time 16 hour. Product: COC=1C=C(C=CC1)CCOC1=NC(=CN=C1)OC1CCNCC1 (2-[2-(3-Methoxyphenyl)ethoxy]-6-(4-piperidinyloxy)pyrazine). RXN SMILES: Cl[C:2]1[CH:7]=[N:6][CH:5]=[C:4]([O:8][CH:9]2[CH2:14][CH2:13][NH:12][CH2:11][CH2:10]2)[N:3]=1.[CH3:15][O:16][C:17]1[CH:18]=[C:19]([CH:23]=[CH:24][CH:25]=1)[CH2:20][CH2:21][OH:22]>CN(C=O)C>[CH3:15][O:16][C:17]1[CH:18]=[C:19]([CH2:20][CH2:21][O:22][C:2]2[CH:7]=[N:6][CH:5]=[C:4]([O:8][CH:9]3[CH2:14][CH2:13][NH:12][CH2:11][CH2:10]3)[N:3]=2)[CH:23]=[CH:24][CH:25]=1. Reported procedure: A solution of the product obtained in Step 2 above (0.043 g, 0.20 mmol) in DMF (1.1 mL) was added to a mixture of 3-methoxyphenethyl alcohol (0.061 g, 0.40 mmol) and K-t-BuO (1.0 M in tert-butanol; 0.4 mL, 0.40 mmol) in DMF (0.8 mL). The reaction mixture was vortexed for 16 h at 50° C. under nitrogen, quenched with water (0.1 mL) and concentrated in vacuo. The residue was partitioned between water (2 mL) and 4 ethyl acetate (4 mL) and poured through a hydromatrix column, which was eluted with et... Starting materials: O=C([O-])[O-], CCOC(=O)c1ccc(O)c(OC)c1, Cc1ccc(S(=O)(=O)OCC2CCN(C(=O)OC(C)(C)C)CC2)cc1, [K+], [K+], CN(C)C=O. Product: CCOC(=O)c1ccc(OCC2CCN(C(=O)OC(C)(C)C)CC2)c(OC)c1. As a reaction SMILES: [C:15](=[O:16])([O-:17])[O-:18].[CH3:1][O:2][c:3]1[cH:4][c:5]([C:6](=[O:7])[O:8][CH2:9][CH3:10])[cH:11][cH:12][c:13]1[OH:14].[CH3:21][c:22]1[cH:23][cH:24][c:25]([S:26]([O:27][CH2:32][CH:33]2[CH2:34][CH2:35][N:36]([C:39](=[O:40])[O:41][C:42]([CH3:43])([CH3:44])[CH3:45])[CH2:37][CH2:38]2)(=[O:28])=[O:29])[cH:30][cH:31]1.[K+:19].[K+:20].[O:46]=[CH:47][N:48]([CH3:49])[CH3:50]>>[CH3:1][O:2][c:3]1[cH:4][c:5]([C:6](=[O:7])[O:8][CH2:9][CH3:10])[cH:11][cH:12][c:13]1[O:14][CH2:32][CH:33]1[CH2:34][CH2:35][N:36]([C:39](=[O:40])[O:41][C:42]([CH3:43])([CH3:44])[CH3:45])[CH2:37][CH2:38]1. The reactants are C[C@H]1[C@@H](CCCC1)O ((1R,2R)-2-methylcyclohexanol), ClC(=O)OC(C)Cl (1-chloroethyl chloroformate), CC1(C2CCC1(C(=O)C2)CS(=O)(=O)O)C (CSA), CC1(C2CCC1(C(=O)C2)CS(=O)(=O)O)C (CSA), N1=CC=CC=C1 (pyridine). Run in C1CCOC1 (THF), CCCCCCC (heptane), C(C)(=O)OCC (ethyl acetate), C1CCOC1 (THF). Reaction conditions: time 8 hour. The product is C[C@H]1[C@@H](CCCC1)OC(OC(C)Cl)=O (Carbonic acid 1-chloroethyl ester (1R,2R)-2-methylcyclohexyl ester). Reaction SMILES: Cl[C:2]([O:4][CH:5]([Cl:7])[CH3:6])=[O:3].CC1(C)[C:13]2([CH2:17]S(O)(=O)=O)[C:14]([CH2:16][CH:10]1[CH2:11][CH2:12]2)=[O:15].N1C=CC=CC=1.C[C@@H]1CCCC[C@H]1O>C1COCC1.CCCCCCC.C(OCC)(=O)C>[CH3:17][C@@H:13]1[CH2:12][CH2:11][CH2:10][CH2:16][C@H:14]1[O:15][C:2](=[O:3])[O:4][CH:5]([Cl:7])[CH3:6]. Procedure: To a mixture of 1-chloroethyl chloroformate [CSA No. 50893-53-3] (0.416 mL), pyridine (0.624 mL), and THF (25 mL), (1R,2R)-2-methylcyclohexanol [CSA No. 19043-03-9] (441 mg) dissolved in THF (5 mL) was added at −78° C. After stirring the mixture overnight at room temperature, ethyl acetate (100 mL) and heptane (100 mL) were added to the mixture. The resulting mixture was sequentially washed with 0.5 N hydrochloric acid (50 mL), saturated aqueous sodium hydrogen carbonate solution (50 mL), water ...